describe an organic reaction: reactants, conditions, products, and yield From a dataset of the Open Reaction Database (ORD), a public repository of structured organic reaction records. The reactants are C(C)(=O)O[BH-](OC(C)=O)OC(C)=O.[Na+] (Sodium triacetoxyborohydride), C1(CCC1)=O (Cyclobutanone), C(C)(=O)O (acetic acid), N1CC(C1)COC1=CC=C(C=C1)C1(CCOCC1)C#N (4-[4-(azetidin-3-ylmethoxy)phenyl]tetrahydro-2H-pyran-4-carbonitrile). The solvent is C1CCOC1 (THF), C([O-])([O-])=O.[Na+].[Na+] (sodium carbonate). Conditions: time 30 minute. Yields the product C1(CCC1)N1CC(C1)COC1=CC=C(C=C1)C1(CCOCC1)C#N (4-{4-[(1-cyclobutylazetidin-3-yl)methoxy]phenyl}tetrahydro-2H-pyran-4-carbonitrile). Isolated yield 81.4%. Reaction SMILES: [NH:1]1[CH2:4][CH:3]([CH2:5][O:6][C:7]2[CH:12]=[CH:11][C:10]([C:13]3([C:19]#[N:20])[CH2:18][CH2:17][O:16][CH2:15][CH2:14]3)=[CH:9][CH:8]=2)[CH2:2]1.[C:21]1(=O)[CH2:24][CH2:23][CH2:22]1.C(O)(=O)C.C(O[BH-](OC(=O)C)OC(=O)C)(=O)C.[Na+]>C1COCC1.C(=O)([O-])[O-].[Na+].[Na+]>[CH:21]1([N:1]2[CH2:4][CH:3]([CH2:5][O:6][C:7]3[CH:8]=[CH:9][C:10]([C:13]4([C:19]#[N:20])[CH2:18][CH2:17][O:16][CH2:15][CH2:14]4)=[CH:11][CH:12]=3)[CH2:2]2)[CH2:24][CH2:23][CH2:22]1 |f:3.4,6.7.8|. Procedure: 4-[4-(azetidin-3-ylmethoxy)phenyl]tetrahydro-2H-pyran-4-carbonitrile (0.29, 0.73 mmol) was dissolved in THF (2 mL). Cyclobutanone (0.06 mL, 0.80 mmol) and acetic acid (0.042 mL, 0.73 mmol) were added. The mixture was stirred at room temperature for 30 minutes. Sodium triacetoxyborohydride (0.311 g, 1.47 mmol) was added. The mixture was stirred at room temperature for 18 hours. The reaction mixture was diluted with 10% aqueous sodium carbonate (5 mL) then extracted with DCM (2×50 mL). The organic... Starting materials: COC(COC)OC (2-methoxyacetaldehyde dimethyl acetal), CC1(OC(CC(O1)=O)=O)C (2,2-dimethyl-1,3-dioxane-4,6-dione), COC=1C=C(C=NC1OC)N (5,6-Dimethoxypyridin-3-amine). Reaction conditions: temperature 100 celsius. Yields the product COC=1C=C(C=NC1OC)\N=C\C1C(OC(OC1=O)(C)C)=O ((E)-5-((5,6-dimethoxypyridin-3-ylimino)methyl)-2,2-dimethyl-1,3-dioxane-4,6-dione). RXN SMILES: [CH3:1]OC(OC)COC.[CH3:9][C:10]1([CH3:18])[O:15][C:14](=[O:16])[CH2:13][C:12](=[O:17])[O:11]1.[CH3:19][O:20][C:21]1[CH:22]=[C:23]([NH2:29])[CH:24]=[N:25][C:26]=1[O:27][CH3:28]>>[CH3:19][O:20][C:21]1[CH:22]=[C:23](/[N:29]=[CH:1]/[CH:13]2[C:14](=[O:16])[O:15][C:10]([CH3:18])([CH3:9])[O:11][C:12]2=[O:17])[CH:24]=[N:25][C:26]=1[O:27][CH3:28]. Procedure: A round bottom flask was charged with 2-methoxyacetaldehyde dimethyl acetal (2076 μl, 2076 μmol) and 2,2-dimethyl-1,3-dioxane-4,6-dione (299 mg, 2076 μmol). The flask was fitted with a reflux condenser and the mixture was heated at 100° C. for 2 h under nitrogen. 5,6-Dimethoxypyridin-3-amine (320 mg, 2076 μmol) was added, and within a minute a solid had precipitated out of solution. The heterogeneous mixture was heated at 100° C. for 10 min. The mixture was cooled to RT and the solids were filte... Reactants: C(CC(=O)OCC)(=O)OCC (diethyl malonate), [H-].[Na+] (sodium hydride), C(C1=CC=CC=C1)(=O)C1=NC(=CC=C1[N+](=O)[O-])Cl (2-benzoyl-3-nitro-6-chloropyridine). Solvent: O1CCOCC1 (dioxane). Reaction conditions: time 15 minute. Product: C(C1=CC=CC=C1)(=O)C1=NC(=CC=C1[N+](=O)[O-])C (2-BENZOYL-3-NITRO-6-METHYLPYRIDINE). As a reaction SMILES: [C:1](OCC)(=O)CC(OCC)=O.[H-].[Na+].[C:14]([C:22]1[C:27]([N+:28]([O-:30])=[O:29])=[CH:26][CH:25]=[C:24](Cl)[N:23]=1)(=[O:21])[C:15]1[CH:20]=[CH:19][CH:18]=[CH:17][CH:16]=1>O1CCOCC1>[C:14]([C:22]1[C:27]([N+:28]([O-:30])=[O:29])=[CH:26][CH:25]=[C:24]([CH3:1])[N:23]=1)(=[O:21])[C:15]1[CH:20]=[CH:19][CH:18]=[CH:17][CH:16]=1 |f:1.2|. Procedure: They were added to a solution of 16.8 grams of diethyl malonate in 75 ml. of dioxane with stirring and under a nitrogen atmosphere 3.3 grams of sodium hydride (80%) and then stirring continued for 15 minutes more. Then there were added in portions 26.3 grams of 2-benzoyl-3-nitro-6-chloropyridine and then stirring was continued at 70° C. for two hours more. The precipitated deeply colored sodium salt of the dicarbethoxymethyl compound was filtered off with suction. Five grams of this compound wer... Reactants: CN1CC(C(=O)OC(C)(C)C)N(C(=O)OCc2ccccc2)C1=O, CO, [H][H]. Yields the product CN1CC(C(=O)OC(C)(C)C)NC1=O. RXN SMILES: [CH3:1][N:2]1[C:3](=[O:24])[N:4]([C:14]([O:15][CH2:16][c:17]2[cH:18][cH:19][cH:20][cH:21][cH:22]2)=[O:23])[CH:5]([C:7](=[O:8])[O:9][C:10]([CH3:11])([CH3:12])[CH3:13])[CH2:6]1.[CH3:25][OH:26].[H:27][H:28]>>[CH3:1][N:2]1[C:3](=[O:24])[NH:4][CH:5]([C:7](=[O:8])[O:9][C:10]([CH3:11])([CH3:12])[CH3:13])[CH2:6]1. Reactants: C(C)(C)(C)C1=CC=C(C=C1)C=1SC(=C(N1)CCO)C (2-[2-(4-tert-butyl-phenyl)-5-methyl-thiazol-4-yl]-ethanol), C1(=CC=CC=C1)P(C1=CC=CC=C1)C1=CC=CC=C1 (triphenylphosphine), N(=NC(=O)OCC)C(=O)OCC (DEAD), C(C)OC(C(CC1=CC(=C(C(=C1)C)O)C)OCC)=O ([rac]-2-ethoxy-3-(4-hydroxy-3,5-dimethyl-phenyl)-propionic acid ethyl ester). Solvent: O1CCCC1 (tetrahydrofuran). Product: C(C)OC(C(CC1=CC(=C(C(=C1)C)OCCC=1N=C(SC1C)C1=CC=C(C=C1)C(C)(C)C)C)OCC)=O ([rac]-3-(4-{2-[2-(4-tert-butyl-phenyl)-5-methyl-thiazol-4-yl]-ethoxy}-3,5-dimethyl-phenyl)-2-ethoxy-propionic acid ethyl ester). Reaction SMILES: [CH2:1]([O:3][C:4](=[O:19])[CH:5]([O:16][CH2:17][CH3:18])[CH2:6][C:7]1[CH:12]=[C:11]([CH3:13])[C:10]([OH:14])=[C:9]([CH3:15])[CH:8]=1)[CH3:2].[C:20]([C:24]1[CH:29]=[CH:28][C:27]([C:30]2[S:31][C:32]([CH3:38])=[C:33]([CH2:35][CH2:36]O)[N:34]=2)=[CH:26][CH:25]=1)([CH3:23])([CH3:22])[CH3:21].C1(P(C2C=CC=CC=2)C2C=CC=CC=2)C=CC=CC=1.N(C(OCC)=O)=NC(OCC)=O>O1CCCC1>[CH2:1]([O:3][C:4](=[O:19])[CH:5]([O:16][CH2:17][CH3:18])[CH2:6][C:7]1[CH:8]=[C:9]([CH3:15])[C:10]([O:14][CH2:36][CH2:35][C:33]2[N:34]=[C:30]([C:27]3[CH:26]=[CH:25][C:24]([C:20]([CH3:21])([CH3:23])[CH3:22])=[CH:29][CH:28]=3)[S:31][C:32]=2[CH3:38])=[C:11]([CH3:13])[CH:12]=1)[CH3:2]. Procedure details: In analogy to the procedure described in example 1 d], [rac]-2-ethoxy-3-(4-hydroxy-3,5-dimethyl-phenyl)-propionic acid ethyl ester was reacted with 2-[2-(4-tert-butyl-phenyl)-5-methyl-thiazol-4-yl]-ethanol (example 12 b]) in tetrahydrofuran in the presence of triphenylphosphine and DEAD (diethyl azodicarboxylate) to yield [rac]-3-(4-{2-[2-(4-tert-butyl-phenyl)-5-methyl-thiazol-4-yl]-ethoxy}-3,5-dimethyl-phenyl)-2-ethoxy-propionic acid ethyl ester, which was further saponified in analogy to the p... Starting materials: NC1=NC(=C(N=C1C(C=1SC=CN1)O)Cl)Cl (2-amino-5,6-dichloro-3-[hydroxy(thiazol-2-yl)methyl]-pyrazine). The reagents and catalysts are [O-2].[O-2].[Mn+4] (manganese dioxide). Solvent: CC(=O)C (acetone). Run at time 5 hour. Yields the product NC1=NC(=C(N=C1C(=O)C=1SC=CN1)Cl)Cl (2-Amino-5,6-dichloro-3-(thiazol-2-ylcarbonyl)pyrazine). The yield is 66.4%. As a reaction SMILES: [NH2:1][C:2]1[C:7]([CH:8]([OH:14])[C:9]2[S:10][CH:11]=[CH:12][N:13]=2)=[N:6][C:5]([Cl:15])=[C:4]([Cl:16])[N:3]=1>CC(C)=O.[O-2].[O-2].[Mn+4]>[NH2:1][C:2]1[C:7]([C:8]([C:9]2[S:10][CH:11]=[CH:12][N:13]=2)=[O:14])=[N:6][C:5]([Cl:15])=[C:4]([Cl:16])[N:3]=1 |f:2.3.4|. Reported procedure: In 2 ml of acetone there was dissolved 2-amino-5,6-dichloro-3-[hydroxy(thiazol-2-yl)methyl]-pyrazine (44 mg) prepared in Step C above, after which manganese dioxide (120 mg) was added, and the reaction mixture was stirred for 5 hours at room temperature. The manganese dioxide was filtered off, the remaining precipitate washed twice with acetone, and the filtrate concentrated to dryness to give a crystalline product (29 mg). Starting materials: NC1C(SC=C1)C(C1=CC=CC=C1)=O (3-amino-2-benzoyl-dihydrothiophene), S(=O)(=O)(Cl)Cl (sulfuryl chloride). Product: NC1=C(SC=C1)C(C1=CC=CC=C1)=O (3-amino-2-benzoyl-thiophene). Isolated yield 77.0%. Reaction SMILES: [NH2:1][CH:2]1[CH:6]=[CH:5][S:4][CH:3]1[C:7](=[O:14])[C:8]1[CH:13]=[CH:12][CH:11]=[CH:10][CH:9]=1.S(Cl)(Cl)(=O)=O>>[NH2:1][C:2]1[CH:6]=[CH:5][S:4][C:3]=1[C:7](=[O:14])[C:8]1[CH:13]=[CH:12][CH:11]=[CH:10][CH:9]=1. Procedure details: Using the method described in Example 14(c), 2.05 parts of 3-amino-2-benzoyl-dihydrothiophene, on reaction with 0.66 parts of sulfuryl chloride for one hour at 0° C., give 1.6 parts (77% of theory) of 3-amino-2-benzoyl-thiophene of melting point 100°-102° C.